Dataset: the Open Reaction Database (ORD), a public repository of structured organic reaction records. Task: describe an organic reaction: reactants, conditions, products, and yield Yields the product ClC1=C(C(=CC=C1)Cl)C1=CC2=C(N=C(N=C2)NCCCN2CCOCC2)N=C1N (6-(2,6-Dichlorophenyl)-N2 -(3-morpholin-4-yl-propyl)-pyrido[2,3-d]pyrimidine-2,7-diamine). Procedure: A mixture of 2,7-diamino-6-(2,6-dichlorophenyl)-pyrido[2,3-d]pyrimidine (4.00 g) from Example 1, sulfamic acid (2.53 g) and aminopropylmorpholine (30 mL) was reacted as in Example 53. In this instance, the crude residue was washed with hot ethyl acetate followed by diethyl ether to afford 3.95 g of the title compound 6-(2,6-dichlorophenyl)-N2 -(3-morpholin-4-yl-propyl)-pyrido[2,3-d]pyrimidine-2,7-diamine, CIMS (1% NH3 in CH4): 461=M+ +C2H5, 433=M+ +H (Base), 346, 332; mp 224°-230.5° C. Starting materials: NC=1N=CC2=C(N1)N=C(C(=C2)C2=C(C=CC=C2Cl)Cl)N (2,7-diamino-6-(2,6-dichlorophenyl)-pyrido[2,3-d]pyrimidine), S(N)(O)(=O)=O (sulfamic acid), NCCCN1CCOCC1 (aminopropylmorpholine). Reaction SMILES: [NH2:1][C:2]1[N:3]=[CH:4][C:5]2[CH:11]=[C:10]([C:12]3[C:17]([Cl:18])=[CH:16][CH:15]=[CH:14][C:13]=3[Cl:19])[C:9]([NH2:20])=[N:8][C:6]=2[N:7]=1.S(=O)(=O)(O)N.N[CH2:27][CH2:28][CH2:29][N:30]1[CH2:35][CH2:34][O:33][CH2:32][CH2:31]1>>[Cl:19][C:13]1[CH:14]=[CH:15][CH:16]=[C:17]([Cl:18])[C:12]=1[C:10]1[C:9]([NH2:20])=[N:8][C:6]2[N:7]=[C:2]([NH:1][CH2:27][CH2:28][CH2:29][N:30]3[CH2:35][CH2:34][O:33][CH2:32][CH2:31]3)[N:3]=[CH:4][C:5]=2[CH:11]=1. Starting materials: ClCCl, CC(C=CC1=C(C)CCCC1(C)C)=CC(O)CC(C)=CCO. Yields the product CC(C=CC1=C(C)CCCC1(C)C)=CC(O)CC(C)=CC=O. Reaction SMILES: [CH2:23]([Cl:24])[Cl:25].[OH:1][CH2:2][CH:3]=[C:4]([CH2:5][CH:6]([CH:7]=[C:8]([CH:9]=[CH:10][C:11]1=[C:12]([CH3:19])[CH2:13][CH2:14][CH2:15][C:16]1([CH3:17])[CH3:18])[CH3:20])[OH:21])[CH3:22]>>[O:1]=[CH:2][CH:3]=[C:4]([CH2:5][CH:6]([CH:7]=[C:8]([CH:9]=[CH:10][C:11]1=[C:12]([CH3:19])[CH2:13][CH2:14][CH2:15][C:16]1([CH3:17])[CH3:18])[CH3:20])[OH:21])[CH3:22]. Reactants: O=S1(N(CCC1)C1=CC(=C(C(=O)O)C=C1)C)=O (4-(1,1-dioxo-1λ6-isothiazolidin-2-yl)-2-methylbenzoic acid), C1(CC1)C=1C(=NC=C(C1)C(F)(F)F)N1CCNCC1 (1-(3-cyclopropyl-5-trifluoromethylpyridin-2-yl)piperazine). The product is C1(CC1)C=1C(=NC=C(C1)C(F)(F)F)N1CCN(CC1)C(=O)C1=C(C=C(C=C1)N1S(CCC1)(=O)=O)C ([4-(3-cyclopropyl-5-trifluoromethylpyridin-2-yl)piperazin-1-yl][4-(1,1-dioxo-1λ6-isothiazolidin-2-yl)-2-methylphenyl]methanone). The yield is 76.8%. RXN SMILES: [O:1]=[S:2]1(=[O:17])[CH2:6][CH2:5][CH2:4][N:3]1[C:7]1[CH:15]=[CH:14][C:10]([C:11]([OH:13])=O)=[C:9]([CH3:16])[CH:8]=1.[CH:18]1([C:21]2[C:22]([N:31]3[CH2:36][CH2:35][NH:34][CH2:33][CH2:32]3)=[N:23][CH:24]=[C:25]([C:27]([F:30])([F:29])[F:28])[CH:26]=2)[CH2:20][CH2:19]1>>[CH:18]1([C:21]2[C:22]([N:31]3[CH2:36][CH2:35][N:34]([C:11]([C:10]4[CH:14]=[CH:15][C:7]([N:3]5[CH2:4][CH2:5][CH2:6][S:2]5(=[O:1])=[O:17])=[CH:8][C:9]=4[CH3:16])=[O:13])[CH2:33][CH2:32]3)=[N:23][CH:24]=[C:25]([C:27]([F:30])([F:28])[F:29])[CH:26]=2)[CH2:19][CH2:20]1. Procedure: Using 4-(1,1-dioxo-1λ6-isothiazolidin-2-yl)-2-methylbenzoic acid (255 mg) described in Preparation Example 29 and 1-(3-cyclopropyl-5-trifluoromethylpyridin-2-yl)piperazine (271 mg) described in Preparation Example 90 and by the reaction and treatment in the same manner as in Example 87, the title compound (390 mg) was obtained. The reactants are CCOC(=O)c1ccc(CCBr)cc1, O=C([O-])[O-], COc1ccc(CN2CCNCC2)cc1, CCC(C)=O, [K+], [K+]. Yields the product CCOC(=O)c1ccc(CCN2CCN(Cc3ccc(OC)cc3)CC2)cc1. As a reaction SMILES: [Br:16][CH2:17][CH2:18][c:19]1[cH:20][cH:21][c:22]([C:23](=[O:24])[O:25][CH2:26][CH3:27])[cH:28][cH:29]1.[C:30](=[O:31])([O-:32])[O-:33].[CH3:1][O:2][c:3]1[cH:4][cH:5][c:6]([CH2:7][N:8]2[CH2:9][CH2:10][NH:11][CH2:12][CH2:13]2)[cH:14][cH:15]1.[CH3:36][CH2:37][C:38](=[O:39])[CH3:40].[K+:34].[K+:35]>>[CH3:1][O:2][c:3]1[cH:4][cH:5][c:6]([CH2:7][N:8]2[CH2:9][CH2:10][N:11]([CH2:17][CH2:18][c:19]3[cH:20][cH:21][c:22]([C:23](=[O:24])[O:25][CH2:26][CH3:27])[cH:28][cH:29]3)[CH2:12][CH2:13]2)[cH:14][cH:15]1.